Dataset: the Open Reaction Database (ORD), a public repository of structured organic reaction records. Task: describe an organic reaction: reactants, conditions, products, and yield Reactants: C(C)(C)(C)OC(CC1(CC2=CC=CC=C2C1)C(=O)O)=O (2-(2-tert-butoxy-2-oxoethyl)indane-2-carboxylic acid), Cl (HCl). Run in CCOC(=O)C (EtOAc). Conditions: time 1 hour. Product: C(=O)(O)CC1(CC2=CC=CC=C2C1)C(=O)O (2-(Carboxymethyl)indane-2-carboxylic acid). As a reaction SMILES: C([O:5][C:6](=[O:20])[CH2:7][C:8]1([C:17]([OH:19])=[O:18])[CH2:16][C:15]2[C:10](=[CH:11][CH:12]=[CH:13][CH:14]=2)[CH2:9]1)(C)(C)C.Cl>CCOC(C)=O>[C:6]([CH2:7][C:8]1([C:17]([OH:19])=[O:18])[CH2:16][C:15]2[C:10](=[CH:11][CH:12]=[CH:13][CH:14]=2)[CH2:9]1)([OH:20])=[O:5]. Procedure details: A solution of 2-(2-tert-butoxy-2-oxoethyl)indane-2-carboxylic acid from Step B (1.50 g, 5.43 mmol) in EtOAc (100 mL) was saturated with HCl (g) and stood at ambient temperature for 1 h, then concentrated to dryness in vacuo, to give the title compound. MS: m/z=284 (M+Na+CH3CN). Starting materials: [Cl-].[Al+3].[Cl-].[Cl-] (aluminum chloride), O1CCCC2=C1C=CC=C2 (3,4-dihydro-2H-1-benzopyran), ClCC(=O)Cl (2-chloroacetyl chloride). Procedure: Aluminium chloride (III) (1.9 g, 14.25 mmol) was added portion wise at 0° C. to a solution of 3,4-dihydro-2H-1-benzopyran (9a) (450 mg, 3.35 mmol) and 2-chloroacetyl chloride (270 μL, 3.4 mmol) in dichloromethane (10 mL). After 3 hours, the mixture was quenched by a saturated aqueous solution of sodium bicarbonate and extracted with ethyl acetate (3×20 mL). The organic layer was washed with brine, dried over sodium sulfate, filtered and evaporated under reduced pressure. The residue was purified... Reaction SMILES: [Cl-].[Al+3].[Cl-].[Cl-].[O:5]1[C:10]2[CH:11]=[CH:12][CH:13]=[CH:14][C:9]=2[CH2:8][CH2:7][CH2:6]1.[Cl:15][CH2:16][C:17](Cl)=[O:18]>ClCCl>[Cl:15][CH2:16][C:17]([C:13]1[CH:12]=[CH:11][C:10]2[O:5][CH2:6][CH2:7][CH2:8][C:9]=2[CH:14]=1)=[O:18] |f:0.1.2.3|. Isolated yield 35.5%. Run at time 3 hour. Solvent: ClCCl (dichloromethane). Yields the product ClCC(=O)C=1C=CC2=C(CCCO2)C1 (2-chloro-1-(3,4-dihydro-2H-1-benzopyran-6-yl)ethan-1-one). The reactants are ClC=1C(=NC=C(C(=O)O)C1)Cl (5,6-Dichloronicotinic acid), O (water), C(=O)(N1C=NC=C1)N1C=NC=C1 (carbonyldiimidazole), CC(C)(C#C)O (2-Methyl-3-butyn-2-ol). Solvent: O1CCCC1 (tetrahydrofuran). Run at temperature 40 celsius, time 1 hour. The product is ClC=1C(=NC=C(C(=O)OC(C#C)(C)C)C1)Cl ((dimethyl)propargyl 5,6-dichloronicotinate). The yield is 19.4%. Reaction SMILES: [Cl:1][C:2]1[C:3]([Cl:11])=[N:4][CH:5]=[C:6]([CH:10]=1)[C:7]([OH:9])=[O:8].C(N1C=CN=C1)(N1C=CN=C1)=O.[CH3:24][C:25](O)([C:27]#[CH:28])[CH3:26].O>O1CCCC1>[Cl:1][C:2]1[C:3]([Cl:11])=[N:4][CH:5]=[C:6]([CH:10]=1)[C:7]([O:9][C:25]([CH3:26])([CH3:24])[C:27]#[CH:28])=[O:8]. Procedure: 5,6-Dichloronicotinic acid (1.92 g, 10.0 mmol) was slurried in 10 mL tetrahydrofuran to which carbonyldiimidazole (CDI) (1.78 g, 11.0 mmol) was added. The mixture was stirred at 40° C. for one hour to a uniform solution. 2-Methyl-3-butyn-2-ol (1.01 g, 12.0 mmol) was added via pipette and the solution refluxed overnight. The solution was poured into 4-5 volumes of water and extracted with Et2O (2×100 mL). The organics were washed with 2.0 N NaOH, dried over MgSO4, and concentrated to 1.2 g pale y... Starting materials: NN (Hydrazine), N1(CCOCC1)CCCCC1=C2C(C(=O)NC2=O)=CC=C1 (4-morpholinylbutylphthalimide). Run in CO (methanol). The product is N1(CCOCC1)CCCCN (4-morpholinylbutylamine). Reaction SMILES: [NH2:1]N.[N:3]1([CH2:9][CH2:10][CH2:11][CH2:12]C2C=CC=C3C(NC(=O)C=23)=O)[CH2:8][CH2:7][O:6][CH2:5][CH2:4]1>CO>[N:3]1([CH2:9][CH2:10][CH2:11][CH2:12][NH2:1])[CH2:4][CH2:5][O:6][CH2:7][CH2:8]1. Procedure details: Hydrazine (aqueous solution at 35% by wt.) (0.15 ml; 1.6 mmoles) was added to 4-morpholinylbutylphthalimide (231 mg; 0.8 mmoles) in methanol (5 ml) and the resulting solution was refluxed. Reaction times and process as per Example 1. Reactants: FC1=C(C=CC(=C1)F)C1=CC=C(C=C1)C(=O)O (2′,4′-Difluorobiphenyl-4-carboxylic acid), NC1=CC=C(C=C1)N1CC(CC1)N(C)C ([1-(4-aminophenyl)pyrrolidin-3-yl]dimethylamine). Yields the product CN(C1CN(CC1)C1=CC=C(C=C1)NC(=O)C1=CC=C(C=C1)C1=C(C=C(C=C1)F)F)C (2′,4′-Difluorobiphenyl-4-carboxylic acid [4-(3-dimethylaminopyrrolidin-1-yl)phenyl]amide). RXN SMILES: [F:1][C:2]1[CH:7]=[C:6]([F:8])[CH:5]=[CH:4][C:3]=1[C:9]1[CH:14]=[CH:13][C:12]([C:15]([OH:17])=O)=[CH:11][CH:10]=1.[NH2:18][C:19]1[CH:24]=[CH:23][C:22]([N:25]2[CH2:29][CH2:28][CH:27]([N:30]([CH3:32])[CH3:31])[CH2:26]2)=[CH:21][CH:20]=1>>[CH3:31][N:30]([CH3:32])[CH:27]1[CH2:28][CH2:29][N:25]([C:22]2[CH:23]=[CH:24][C:19]([NH:18][C:15]([C:12]3[CH:11]=[CH:10][C:9]([C:3]4[CH:4]=[CH:5][C:6]([F:8])=[CH:7][C:2]=4[F:1])=[CH:14][CH:13]=3)=[O:17])=[CH:20][CH:21]=2)[CH2:26]1. Procedure: 2′,4′-Difluorobiphenyl-4-carboxylic acid was reacted with [1-(4-aminophenyl)pyrrolidin-3-yl]dimethylamine by method E-a. This resulted in the product with the molecular weight of 421.20 (C25H25F2N3O); MS (ESI): 422 (M+H+) as hydrotrifluoroacetate. Starting materials: CS(=O)(=O)OCCCC1=CC=C(C=C1)OCC=1N=C(OC1)\C=C\C1=CC=CC=C1 (3-[4-[2-[(E)-2-phenylethenyl]-4-oxazolylmethoxy]phenyl]propyl methanesulfonate), N1C=NC(=C1C(=O)OC)C(=O)OC (dimethyl 4,5-imidazoledicarboxylate). The product is C1(=CC=CC=C1)/C=C/C=1OC=C(N1)COC1=CC=C(C=C1)CCCN1C=NC(=C1C(=O)OC)C(=O)OC (dimethyl 1-[3-[4-[2-[(E)-2-phenylethenyl]-4-oxazolylmethoxy]phenyl]propyl]-4,5-imidazoledicarboxylate). The yield is 63.0%. As a reaction SMILES: CS(O[CH2:6][CH2:7][CH2:8][C:9]1[CH:14]=[CH:13][C:12]([O:15][CH2:16][C:17]2[N:18]=[C:19](/[CH:22]=[CH:23]/[C:24]3[CH:29]=[CH:28][CH:27]=[CH:26][CH:25]=3)[O:20][CH:21]=2)=[CH:11][CH:10]=1)(=O)=O.[NH:30]1[C:34]([C:35]([O:37][CH3:38])=[O:36])=[C:33]([C:39]([O:41][CH3:42])=[O:40])[N:32]=[CH:31]1>>[C:24]1(/[CH:23]=[CH:22]/[C:19]2[O:20][CH:21]=[C:17]([CH2:16][O:15][C:12]3[CH:11]=[CH:10][C:9]([CH2:8][CH2:7][CH2:6][N:30]4[C:34]([C:35]([O:37][CH3:38])=[O:36])=[C:33]([C:39]([O:41][CH3:42])=[O:40])[N:32]=[CH:31]4)=[CH:14][CH:13]=3)[N:18]=2)[CH:25]=[CH:26][CH:27]=[CH:28][CH:29]=1. Procedure details: In substantially the same manner as in Working Example 25, 3-[4-[2-[(E)-2-phenylethenyl]-4-oxazolylmethoxy]phenyl]propyl methanesulfonate was allowed to react with dimethyl 4,5-imidazoledicarboxylate to give dimethyl 1-[3-[4-[2-[(E)-2-phenylethenyl]-4-oxazolylmethoxy]phenyl]propyl]-4,5-imidazoledicarboxylate. The yield was 63%. Recrystallization from ethyl acetate-hexane gave colorless prisms, mp 85-86° C.